From a dataset of the Open Reaction Database (ORD), a public repository of structured organic reaction records. describe an organic reaction: reactants, conditions, products, and yield Starting materials: C(C1=CC=CC=C1)OC1=C(C=CC(=C1)I)N1CC(N(S1(=O)=O)CC[Si](C)(C)C)=O (5-(2-benzyloxy-4-iodophenyl)-1,1-dioxo-2-(2-trimethylsilanylethyl)-1,2,5-thiadiazolidin-3-one), [Li]CCCC (n-BuLi), C[Si](C=1SC=CN1)(C)C (2-(trimethylsilyl)thiazole). The reagents and catalysts are C=1C=CC(=CC1)[P](C=2C=CC=CC2)(C=3C=CC=CC3)[Pd]([P](C=4C=CC=CC4)(C=5C=CC=CC5)C=6C=CC=CC6)([P](C=7C=CC=CC7)(C=8C=CC=CC8)C=9C=CC=CC9)[P](C=1C=CC=CC1)(C=1C=CC=CC1)C=1C=CC=CC1 (Pd(PPh3)4), [Cl-].[Zn+2].[Cl-] (Zinc chloride). The solvent is C1CCOC1 (THF), CCOCC (Et2O). Reaction conditions: temperature -78 celsius, time 30 minute. The product is C(C1=CC=CC=C1)OC1=C(C=CC(=C1)C=1SC=CN1)N1CC(N(S1(=O)=O)CC[Si](C)(C)C)=O (5-(2-Benzyloxy-4-thiazol-2-yl-phenyl)-1,1-dioxo-2-(2-trimethylsilanylethyl)-1,2,5-thiadiazolidin-3-one). Reaction SMILES: [Li]CCCC.C[Si](C)(C)[C:8]1[S:9][CH:10]=[CH:11][N:12]=1.[CH2:15]([O:22][C:23]1[CH:28]=[C:27](I)[CH:26]=[CH:25][C:24]=1[N:30]1[S:34](=[O:36])(=[O:35])[N:33]([CH2:37][CH2:38][Si:39]([CH3:42])([CH3:41])[CH3:40])[C:32](=[O:43])[CH2:31]1)[C:16]1[CH:21]=[CH:20][CH:19]=[CH:18][CH:17]=1>CCOCC.C1COCC1.[Cl-].[Zn+2].[Cl-].C1C=CC([P]([Pd]([P](C2C=CC=CC=2)(C2C=CC=CC=2)C2C=CC=CC=2)([P](C2C=CC=CC=2)(C2C=CC=CC=2)C2C=CC=CC=2)[P](C2C=CC=CC=2)(C2C=CC=CC=2)C2C=CC=CC=2)(C2C=CC=CC=2)C2C=CC=CC=2)=CC=1>[CH2:15]([O:22][C:23]1[CH:28]=[C:27]([C:8]2[S:9][CH:10]=[CH:11][N:12]=2)[CH:26]=[CH:25][C:24]=1[N:30]1[S:34](=[O:35])(=[O:36])[N:33]([CH2:37][CH2:38][Si:39]([CH3:41])([CH3:40])[CH3:42])[C:32](=[O:43])[CH2:31]1)[C:16]1[CH:17]=[CH:18][CH:19]=[CH:20][CH:21]=1 |f:5.6.7,^1:60,62,81,100|. Reported procedure: To a solution of n-BuLi (2.5M in hexane, 0.44 mL, 1.1 mmol) in Et2O (1 mL) at −78° C. is added 2-(trimethylsilyl)thiazole (0.16 mL, 1.0 mmol) and the reaction mixture is stirred at −78° C. for 30 min. Zinc chloride (1.0 M in Et2O1 3.0 mL, 3.0 mmol) is added and the mixture is warmed to RT over 30 min. The ether is removed under reduced pressure then a solution of 5-(2-benzyloxy-4-iodophenyl)-1,1-dioxo-2-(2-trimethylsilanylethyl)-1,2,5-thiadiazolidin-3-one (250 mg, 0.46 mmol) and Pd(PPh3)4 (55 mg... Reactants: C1(CC1)CN (1-cyclopropylmethanamine), S=C1NC(SC1)=O (4-thioxo-1,3-thiazolidin-2-one). Run in C(C)O (ethanol). Reaction conditions: time 8 hour. The product is C1(CC1)CNC1=NC(SC1)=O (4-[(cyclopropylmethyl)amino]-1,3-thiazol-2(5H)-one). Isolated yield 42.9%. RXN SMILES: [CH:1]1([CH2:4][NH2:5])[CH2:3][CH2:2]1.S=[C:7]1[CH2:11][S:10][C:9](=[O:12])[NH:8]1>C(O)C>[CH:1]1([CH2:4][NH:5][C:7]2[CH2:11][S:10][C:9](=[O:12])[N:8]=2)[CH2:3][CH2:2]1. Reported procedure: To a solution of 1-cyclopropylmethanamine (2.34 g) in ethanol (100 mL) was added 4-thioxo-1,3-thiazolidin-2-one (2.92 g), and the mixture was stirred at room temperature overnight. The solvent was evaporated under reduced pressure and washed with ethanol to give the title compound (1.60 g). Starting materials: C(C)(C)(C)OC(NC1CCNCC1)=O (piperidin-4-yl-carbamic acid tert-butyl ester), CO (MeOH), C(C)OC1(CC1)O[Si](C)(C)C ((1-ethoxy-cyclopropoxy)-trimethyl-silane), [BH3-]C#N.[Na+] (NaCNBH3). The solvent is C1CCOC1 (THF). Run at temperature 60 celsius, time 6 hour. The product is C(C)(C)(C)OC(NC1CCN(CC1)C1CC1)=O ((1-cyclopropyl-piperidin-4-yl)-carbamic acid tert-butyl ester). Reaction SMILES: [C:1]([O:5][C:6](=[O:14])[NH:7][CH:8]1[CH2:13][CH2:12][NH:11][CH2:10][CH2:9]1)([CH3:4])([CH3:3])[CH3:2].CO.C(O[C:20]1(O[Si](C)(C)C)[CH2:22][CH2:21]1)C.[BH3-]C#N.[Na+]>C1COCC1>[C:1]([O:5][C:6](=[O:14])[NH:7][CH:8]1[CH2:13][CH2:12][N:11]([CH:20]2[CH2:22][CH2:21]2)[CH2:10][CH2:9]1)([CH3:4])([CH3:2])[CH3:3] |f:3.4|. Procedure details: To a solution of 14.0 g (0.0699 mol) piperidin-4-yl-carbamic acid tert-butyl ester in 500 mL abs. MeOH 250 g of dried molecular sieves 3 Å were added. Under argon 39.9 mL (0.699 mol) acetic acid and 52.5 mL (0.262 mol) (1-ethoxy-cyclopropoxy)-trimethyl-silane were added. Finally 314.5 mL (0.3145 mol) of a 1 M NaCNBH3-solution in THF were added dropwise. After 20 min at room temperature the reaction mixture was stirred for 6 h at 60° C. The mixture was filtered over “Celite”. The filtrate was con... Starting materials: Cc1cc(C)cc(-c2[nH]c3ccc(C(C)(C)C(=O)N4CCCC4)cc3c2CCN(CCCCc2ccc(NS(C)(=O)=O)cc2)C(=O)OCc2ccccc2)c1, CCO, CC(=O)O, CCOC(C)=O, [H][H], [NH4+], [OH-], [OH-], [OH-], [Pd+2]. Yields the product Cc1cc(C)cc(-c2[nH]c3ccc(C(C)(C)C(=O)N4CCCC4)cc3c2CCNCCCCc2ccc(NS(C)(=O)=O)cc2)c1. Reaction SMILES: [CH2:1]([O:2][C:3](=[O:4])[N:10]([CH2:11][CH2:12][CH2:13][CH2:14][c:15]1[cH:16][cH:17][c:18]([NH:21][S:22](=[O:23])(=[O:24])[CH3:25])[cH:19][cH:20]1)[CH2:26][CH2:27][c:28]1[c:29](-[c:47]2[cH:48][c:49]([CH3:54])[cH:50][c:51]([CH3:53])[cH:52]2)[nH:30][c:31]2[cH:32][cH:33][c:34]([C:37]([C:38]([N:39]3[CH2:40][CH2:41][CH2:42][CH2:43]3)=[O:44])([CH3:45])[CH3:46])[cH:35][c:36]12)[c:5]1[cH:6][cH:7][cH:8][cH:9][cH:55]1.[CH3:56][CH2:57][OH:58].[CH3:66][C:67](=[O:68])[OH:69].[CH3:70][CH2:71][O:72][C:73](=[O:74])[CH3:75].[H:59][H:60].[NH4+:62].[OH-:61].[OH-:63].[OH-:65].[Pd+2:64]>>[NH:10]([CH2:11][CH2:12][CH2:13][CH2:14][c:15]1[cH:16][cH:17][c:18]([NH:21][S:22](=[O:23])(=[O:24])[CH3:25])[cH:19][cH:20]1)[CH2:26][CH2:27][c:28]1[c:29](-[c:47]2[cH:48][c:49]([CH3:54])[cH:50][c:51]([CH3:53])[cH:52]2)[nH:30][c:31]2[cH:32][cH:33][c:34]([C:37]([C:38]([N:39]3[CH2:40][CH2:41][CH2:42][CH2:43]3)=[O:44])([CH3:45])[CH3:46])[cH:35][c:36]12. Starting materials: CC(C)(C)[O-], CS(C)=O, CCOC(C)=O, COCCN(Cc1ccc(-c2cc3nccc(Cl)c3s2)nc1)C(=O)OC(C)(C)C, ClCCl, Cl, [K+], Nc1ccc(O)cc1F, O. Product: COCCN(Cc1ccc(-c2cc3nccc(Oc4ccc(N)c(F)c4)c3s2)nc1)C(=O)OC(C)(C)C. Reaction SMILES: [CH3:10][C:11]([CH3:12])([O-:13])[CH3:14].[CH3:46][S:47]([CH3:48])=[O:49].[CH3:54][CH2:55][O:56][C:57]([CH3:58])=[O:59].[Cl:16][c:17]1[c:18]2[c:19]([n:20][cH:21][cH:22]1)[cH:23][c:24](-[c:26]1[cH:27][cH:28][c:29]([CH2:32][N:33]([C:34]([O:35][C:36]([CH3:37])([CH3:38])[CH3:39])=[O:40])[CH2:41][CH2:42][O:43][CH3:44])[cH:30][n:31]1)[s:25]2.[Cl:51][CH2:52][Cl:53].[ClH:45].[K+:15].[NH2:1][c:2]1[c:3]([F:9])[cH:4][c:5]([OH:8])[cH:6][cH:7]1.[OH2:50]>>[NH2:1][c:2]1[c:3]([F:9])[cH:4][c:5]([O:8][c:17]2[c:18]3[c:19]([n:20][cH:21][cH:22]2)[cH:23][c:24](-[c:26]2[cH:27][cH:28][c:29]([CH2:32][N:33]([C:34]([O:35][C:36]([CH3:37])([CH3:38])[CH3:39])=[O:40])[CH2:41][CH2:42][O:43][CH3:44])[cH:30][n:31]2)[s:25]3)[cH:6][cH:7]1. Starting materials: ClC1=CC=C(C(=N1)CN1CCOCC1)C(=O)OC (Methyl 6-chloro-2-(morpholin-4-ylmethyl)pyridine-3-carboxylate), [H-].[H-].[H-].[H-].[Li+].[Al+3] (LiAlH4), [NH4+].[Cl-] (NH4Cl). Run in C1CCOC1 (THF), C1CCOC1 (THF). Run at temperature 0 celsius. Product: ClC1=CC=C(C(=N1)CN1CCOCC1)CO ([6-Chloro-2-(morpholin-4-ylmethyl)pyridin-3-yl]methanol). As a reaction SMILES: [Cl:1][C:2]1[N:7]=[C:6]([CH2:8][N:9]2[CH2:14][CH2:13][O:12][CH2:11][CH2:10]2)[C:5]([C:15](OC)=[O:16])=[CH:4][CH:3]=1.[H-].[H-].[H-].[H-].[Li+].[Al+3].[NH4+].[Cl-]>C1COCC1>[Cl:1][C:2]1[N:7]=[C:6]([CH2:8][N:9]2[CH2:14][CH2:13][O:12][CH2:11][CH2:10]2)[C:5]([CH2:15][OH:16])=[CH:4][CH:3]=1 |f:1.2.3.4.5.6,7.8|. Procedure details: Methyl 6-chloro-2-(morpholin-4-ylmethyl)pyridine-3-carboxylate (0.5 g, 1.847 mmol) was take up in THF (9 mL) and cooled to 0° C. LiAlH4, 2 M in THF (1.847 mL, 3.69 mmol) was added dropwise and the resulting mixture maintained at 0° C. for 5 hours. Saturated aqueous NH4Cl was added and the products extracted into EtOAc (3×). The combined organic extracts were washed with brine, dried over MgSO4, filtered, and concentrated in vacuo. Purification of the residue by silica gel chromatography (12-100%...